This data is from the Open Reaction Database (ORD), a public repository of structured organic reaction records. The task is: describe an organic reaction: reactants, conditions, products, and yield Starting materials: C(C1=CC=CC=C1)N1CCOC2=C(C1)N=CC(=N2)Cl (8-benzyl-3-chloro-6,7,8,9-tetrahydropyrazino[2,3-f][1,4]oxazepine), N1CCOCC1 (morpholine), CC(C)C1=CC(=C(C(=C1)C(C)C)C2=C(C=CC=C2)P(C3CCCCC3)C4CCCCC4)C(C)C (XPhos), CC(C)([O-])C.[Na+] (sodium tert-butoxide). Reagents/catalysts: C=1C=CC(=CC1)/C=C/C(=O)/C=C/C2=CC=CC=C2.C=1C=CC(=CC1)/C=C/C(=O)/C=C/C2=CC=CC=C2.C=1C=CC(=CC1)/C=C/C(=O)/C=C/C2=CC=CC=C2.[Pd].[Pd] (Pd2(dba)3). Run in C1(=CC=CC=C1)C (toluene), O (Water). Conditions: temperature 100 celsius, time 3 hour. Product: C(C1=CC=CC=C1)N1CCOC2=C(C1)N=CC(=N2)N2CCOCC2 (8-benzyl-3-(morpholin-4-yl)-6,7,8,9-tetrahydropyrazino[2,3-f][1,4]oxazepine). The yield is 68.0%. RXN SMILES: [CH2:1]([N:8]1[CH2:14][C:13]2[N:15]=[CH:16][C:17](Cl)=[N:18][C:12]=2[O:11][CH2:10][CH2:9]1)[C:2]1[CH:7]=[CH:6][CH:5]=[CH:4][CH:3]=1.[NH:20]1[CH2:25][CH2:24][O:23][CH2:22][CH2:21]1.CC(C1C=C(C(C)C)C(C2C=CC=CC=2P(C2CCCCC2)C2CCCCC2)=C(C(C)C)C=1)C.CC(C)([O-])C.[Na+]>C1(C)C=CC=CC=1.C1C=CC(/C=C/C(/C=C/C2C=CC=CC=2)=O)=CC=1.C1C=CC(/C=C/C(/C=C/C2C=CC=CC=2)=O)=CC=1.C1C=CC(/C=C/C(/C=C/C2C=CC=CC=2)=O)=CC=1.[Pd].[Pd].O>[CH2:1]([N:8]1[CH2:14][C:13]2[N:15]=[CH:16][C:17]([N:20]3[CH2:25][CH2:24][O:23][CH2:22][CH2:21]3)=[N:18][C:12]=2[O:11][CH2:10][CH2:9]1)[C:2]1[CH:7]=[CH:6][CH:5]=[CH:4][CH:3]=1 |f:3.4,6.7.8.9.10|. Procedure details: A suspension of 8-benzyl-3-chloro-6,7,8,9-tetrahydropyrazino[2,3-f][1,4]oxazepine (322 mg), morpholine (0.13 mL), Pd2(dba)3 (22 mg), XPhos (45 mg) and sodium tert-butoxide (282 mg) in toluene (10 mL) was stirred under an argon atmosphere at 100° C. for 3 hr. Water was added to the reaction mixture, the aqueous layer was extracted with ethyl acetate, and the organic layer was washed with saturated brine, dried over anhydrous magnesium sulfate, and concentrated under reduced pressure. The obtained... Starting materials: N#CCBr, O=C([O-])[O-], CC(C)=O, COc1ccccc1O, [K+], [K+]. Product: COc1ccccc1OCC#N. As a reaction SMILES: [Br:16][CH2:17][C:18]#[N:19].[C:1](=[O:2])([O-:3])[O-:4].[CH3:20][C:21](=[O:22])[CH3:23].[CH3:7][O:8][c:9]1[c:10]([OH:15])[cH:11][cH:12][cH:13][cH:14]1.[K+:5].[K+:6]>>[CH3:7][O:8][c:9]1[c:10]([O:15][CH2:17][C:18]#[N:19])[cH:11][cH:12][cH:13][cH:14]1. Starting materials: C(C)(C)(C)C=1N=C(C2=C(N1)N(N=N2)CC)N2CC(CC2)(F)F (5-tert-Butyl-7-(3,3-difluoro-pyrrolidin-1-yl)-3-ethyl-3H-[1,2,3]triazolo[4,5-d]pyrimidine), C(C)(C)(C)C=1N=C(C2=C(N1)NN=N2)N2CC(CC2)(F)F (5-tert-butyl-7-(3,3-difluoropyrrolidin-1-yl)-3H-[1,2,3]triazolo[4,5-d]pyrimidine), BrCCC1=CC=C(C=C1)Cl (1-(2-bromoethyl)-4-chlorobenzene). Yields the product C(C)(C)(C)C=1N=C(C2=C(N1)N(N=N2)CCC2=CC=C(C=C2)Cl)N2CC(CC2)(F)F (5-tert-Butyl-3-[2-(4-chloro-phenyl)-ethyl]-7-(3,3-difluoro-pyrrolidin-1-yl)-3H-[1,2,3]triazolo[4,5-d]pyrimidine). As a reaction SMILES: [C:1]([C:5]1[N:6]=[C:7]([N:16]2[CH2:20][CH2:19][C:18]([F:22])([F:21])[CH2:17]2)[C:8]2[N:13]=[N:12][N:11]([CH2:14][CH3:15])[C:9]=2[N:10]=1)([CH3:4])([CH3:3])[CH3:2].C(C1N=C(N2CCC(F)(F)C2)C2N=NNC=2N=1)(C)(C)C.BrCC[C:46]1[CH:51]=[CH:50][C:49]([Cl:52])=[CH:48][CH:47]=1>>[C:1]([C:5]1[N:6]=[C:7]([N:16]2[CH2:20][CH2:19][C:18]([F:21])([F:22])[CH2:17]2)[C:8]2[N:13]=[N:12][N:11]([CH2:14][CH2:15][C:46]3[CH:51]=[CH:50][C:49]([Cl:52])=[CH:48][CH:47]=3)[C:9]=2[N:10]=1)([CH3:2])([CH3:3])[CH3:4]. Procedure details: In analogy to the procedure described for the synthesis of 5-tert-butyl-7-(3,3-difluoropyrrolidin-1-yl)-3-ethyl-3H-[1,2,3]triazolo[4,5-d]pyrimidine (example 61), the title compound was prepared from 5-tert-butyl-7-(3,3-difluoropyrrolidin-1-yl)-3H-[1,2,3]triazolo[4,5-d]pyrimidine and 1-(2-bromoethyl)-4-chlorobenzene and isolated as light-yellow gum. MS (m/e): 421.3 (MH+).